This data is from the Open Reaction Database (ORD), a public repository of structured organic reaction records. The task is: describe an organic reaction: reactants, conditions, products, and yield Reactants: CCOC(C)=O, Cc1ccccc1OCCN(C)CCc1ccc([N+](=O)[O-])cc1, CO. Yields the product Cc1ccccc1OCCN(C)CCc1ccc(N)cc1. Reaction SMILES: [C:26]([O:27][CH2:28][CH3:29])(=[O:30])[CH3:31].[CH3:1][c:2]1[c:3]([O:4][CH2:5][CH2:6][N:7]([CH3:8])[CH2:9][CH2:10][c:11]2[cH:12][cH:13][c:14]([N+:17]([O-:18])=[O:19])[cH:15][cH:16]2)[cH:20][cH:21][cH:22][cH:23]1.[CH3:24][OH:25]>>[CH3:1][c:2]1[c:3]([O:4][CH2:5][CH2:6][N:7]([CH3:8])[CH2:9][CH2:10][c:11]2[cH:12][cH:13][c:14]([NH2:17])[cH:15][cH:16]2)[cH:20][cH:21][cH:22][cH:23]1. The reactants are CCOC(=O)c1coc(C=Cc2ccccc2)n1, CC(C)=O, N#N, O. Yields the product CCOC(=O)c1coc(C=O)n1. Reaction SMILES: [CH2:3]([CH3:4])[O:5][C:6](=[O:7])[c:8]1[n:9][c:10]([CH:13]=[CH:14][c:15]2[cH:16][cH:17][cH:18][cH:19][cH:20]2)[o:11][cH:12]1.[CH3:22][C:23](=[O:24])[CH3:25].[N:1]#[N:2].[OH2:21]>>[CH2:3]([CH3:4])[O:5][C:6](=[O:7])[c:8]1[n:9][c:10]([CH:13]=[O:21])[o:11][cH:12]1. The reactants are CO, CC(=O)[O-], COC[N+]1(C)CCCC1, [Cl-], [Na+]. The product is CC(=O)[O-], COC[N+]1(C)CCCC1. Reaction SMILES: [CH3:16][OH:17].[CH3:2][C:3]([O-:4])=[O:5].[CH3:7][N+:8]1([CH2:13][O:14][CH3:15])[CH2:9][CH2:10][CH2:11][CH2:12]1.[Cl-:6].[Na+:1]>>[CH3:2][C:3](=[O:4])[O-:5].[CH3:7][N+:8]1([CH2:13][O:14][CH3:15])[CH2:9][CH2:10][CH2:11][CH2:12]1. The reactants are CC(C)(C)[Si](C)(C)N1C(=O)CC1CO, C1CCOC1, CCOC(=O)N=NC(=O)OCC, Sc1ncccn1, c1ccc(P(c2ccccc2)c2ccccc2)cc1. Product: CC(C)(C)[Si](C)(C)N1C(=O)CC1CSc1ncccn1. As a reaction SMILES: [C:1]([CH3:2])([CH3:3])([CH3:4])[Si:5]([N:6]1[C:7](=[O:12])[CH2:8][CH:9]1[CH2:10][OH:11])([CH3:13])[CH3:14].[CH2:53]1[O:54][CH2:55][CH2:56][CH2:57]1.[O:34]=[C:35]([O:36][CH2:37][CH3:38])[N:39]=[N:40][C:41]([O:42][CH2:43][CH3:44])=[O:45].[SH:46][c:47]1[n:48][cH:49][cH:50][cH:51][n:52]1.[c:15]1([P:16]([c:17]2[cH:18][cH:19][cH:20][cH:21][cH:22]2)[c:23]2[cH:24][cH:25][cH:26][cH:27][cH:28]2)[cH:29][cH:30][cH:31][cH:32][cH:33]1>>[C:1]([CH3:2])([CH3:3])([CH3:4])[Si:5]([N:6]1[C:7](=[O:12])[CH2:8][CH:9]1[CH2:10][S:46][c:47]1[n:48][cH:49][cH:50][cH:51][n:52]1)([CH3:13])[CH3:14]. Reactants: BrC1=C(C=CC(=C1)S(=O)(=O)CCC)F (2-bromo-1-fluoro-4-(propylsulfonyl)benzene), BrC1=C(C=CC(=C1)S(=O)(=O)CCC)F (2-bromo-1-fluoro-4-(propylsulfonyl)benzene), C(C)(C)(C)OC(COC1=C(C=C(C=C1)Cl)C#C)=O (tert-butyl(4-chloro-2-ethynylphenoxy)acetate), Intermediate, TEA. Reagents/catalysts: Cl[Pd]([P](C1=CC=CC=C1)(C2=CC=CC=C2)C3=CC=CC=C3)([P](C4=CC=CC=C4)(C5=CC=CC=C5)C6=CC=CC=C6)Cl (dichlorobis(triphenylphosphine)palladium(II)). Solvent: CCOC(=O)C (EtOAc). Run at temperature 60 celsius. The product is C(C)(C)(C)OC(COC1=C(C=C(C=C1)Cl)C#CC1=C(C=CC(=C1)S(=O)(=O)CCC)F)=O (tert-butyl(4-chloro-2-{[2-fluoro-5-(propylsulfonyl)phenyl]ethynyl}phenoxy)acetate). Reaction SMILES: Br[C:2]1[CH:7]=[C:6]([S:8]([CH2:11][CH2:12][CH3:13])(=[O:10])=[O:9])[CH:5]=[CH:4][C:3]=1[F:14].[C:15]([O:19][C:20](=[O:32])[CH2:21][O:22][C:23]1[CH:28]=[CH:27][C:26]([Cl:29])=[CH:25][C:24]=1[C:30]#[CH:31])([CH3:18])([CH3:17])[CH3:16]>CCOC(C)=O.Cl[Pd](Cl)([P](C1C=CC=CC=1)(C1C=CC=CC=1)C1C=CC=CC=1)[P](C1C=CC=CC=1)(C1C=CC=CC=1)C1C=CC=CC=1>[C:15]([O:19][C:20](=[O:32])[CH2:21][O:22][C:23]1[CH:28]=[CH:27][C:26]([Cl:29])=[CH:25][C:24]=1[C:30]#[C:31][C:2]1[CH:7]=[C:6]([S:8]([CH2:11][CH2:12][CH3:13])(=[O:10])=[O:9])[CH:5]=[CH:4][C:3]=1[F:14])([CH3:18])([CH3:17])[CH3:16] |^1:41,60|. Reported procedure: A mixture of 2-bromo-1-fluoro-4-(propylsulfonyl)benzene (Intermediate 106; 541 mg; 1.93 mmol), tert-butyl(4-chloro-2-ethynylphenoxy)acetate (Intermediate 467 mg; 1.75 mmol), dichlorobis(triphenylphosphine)palladium(II) (49 mg; 0.07 mmol) and TEA (728 μL; 5.2 mmol) was heated at 60° C. for 18 hours. The reaction mixture was taken up in EtOAc, washed twice with a sat. NH4Cl aqueous solution and once with brine. The organic phase was dried over MgSO4, filtered and concentrated to dryness affording ... The reactants are C[Mg]Br (methylmagnesium bromide), N#N (N2), O=C1C=C2C=C[C@H]3[C@@H]4CC[C@@H]([C@@]4(C)CC[C@@H]3[C@]2(CC1)C)C(=O)NC1=C(C=CC=C1)C(F)(F)F ((17β)-3-oxo-N-[2-(trifluoromethyl)phenyl]androsta-4,6-diene-17-carboxamide), C1CCOC1 (THF). Reagents/catalysts: Cl[Cu] (CuCl). Solvent: CCOCC (ether). Conditions: temperature 0 celsius, time 5 minute. Product: CC1[C@H]2[C@@H]3CC[C@@H]([C@@]3(C)CC[C@@H]2[C@]2(CCC(CC2=C1)=O)C)C(=O)NC1=C(C=CC=C1)C(F)(F)F ((17β)-7-methyl-3-oxo-N-[2-(trifluoromethyl)phenyl]androst-5-ene-17-carboxamide). As a reaction SMILES: C[Mg]Br.N#N.[O:6]=[C:7]1[CH2:24][CH2:23][C@@:22]2([CH3:25])[C:9]([CH:10]=[CH:11][C@@H:12]3[C@@H:21]2[CH2:20][CH2:19][C@@:17]2([CH3:18])[C@H:13]3[CH2:14][CH2:15][C@@H:16]2[C:26]([NH:28][C:29]2[CH:34]=[CH:33][CH:32]=[CH:31][C:30]=2[C:35]([F:38])([F:37])[F:36])=[O:27])=[CH:8]1.[CH2:39]1COCC1>CCOCC.Cl[Cu]>[CH3:39][CH:11]1[CH:10]=[C:9]2[C@:22]([CH3:25])([CH2:23][CH2:24][C:7](=[O:6])[CH2:8]2)[C@@H:21]2[C@@H:12]1[C@H:13]1[C@@:17]([CH2:19][CH2:20]2)([CH3:18])[C@@H:16]([C:26]([NH:28][C:29]2[CH:34]=[CH:33][CH:32]=[CH:31][C:30]=2[C:35]([F:36])([F:37])[F:38])=[O:27])[CH2:15][CH2:14]1. Reported procedure: To a solution of 3.0 M methylmagnesium bromide (2.35 mmol) in ether under a stream of N2 was added 6.0 mL degassed THF. The solution was cooled to 0° C., then CuCl (0.03 g, 0.300 mmol) was added. The mixture was stirred for 5 min. A solution of the compound from Step A (5-2) (0.25 g, 0.55 mmol) in 6.0 mL degassed THF was added. The reaction was warmed to room temperature overnight. It was quenched by slow addition of 2.0 mL degassed water, then diluted with 10% KHSO4 solution and EtOAc. The orga...